From a dataset of the Open Reaction Database (ORD), a public repository of structured organic reaction records. describe an organic reaction: reactants, conditions, products, and yield The reactants are FC1=CC=C(C=C1)C1=NC=C(C(=N1)C1=CC(=CC=C1)O)OC (2-(4-fluorophenyl)-4-(3-hydroxyphenyl)-5-methoxypyrimidine), C([O-])([O-])=O.[K+].[K+] (potassium carbonate), BrC(C)CC (2-bromobutane). Run in CC(=O)C (acetone). The product is FC1=CC=C(C=C1)C1=NC=C(C(=N1)C1=CC(=CC=C1)OC(C)CC)OC (2-(4-fluorophenyl)-4-[3-sec-butoxyphenyl)-5-methoxypyrimidine). The yield is 70.1%. As a reaction SMILES: [F:1][C:2]1[CH:7]=[CH:6][C:5]([C:8]2[N:13]=[C:12]([C:14]3[CH:19]=[CH:18][CH:17]=[C:16]([OH:20])[CH:15]=3)[C:11]([O:21][CH3:22])=[CH:10][N:9]=2)=[CH:4][CH:3]=1.C(=O)([O-])[O-].[K+].[K+].Br[CH:30]([CH2:32][CH3:33])[CH3:31]>CC(C)=O>[F:1][C:2]1[CH:3]=[CH:4][C:5]([C:8]2[N:13]=[C:12]([C:14]3[CH:19]=[CH:18][CH:17]=[C:16]([O:20][CH:30]([CH2:32][CH3:33])[CH3:31])[CH:15]=3)[C:11]([O:21][CH3:22])=[CH:10][N:9]=2)=[CH:6][CH:7]=1 |f:1.2.3|. Procedure: 1.2 g of 2-(4-fluorophenyl)-4-(3-hydroxyphenyl)-5-methoxypyrimidine, 5.5 g of potassium carbonate, and 5.5 g of 2-bromobutane were added to 200 ml of acetone, and the resulting mixture was heated under reflux for 2 days. The solvent was distilled away under reduced pressure. The residue was washed with water, and then purified by column chromatography on silica gel, thereby obtaining 1.0 g of 2-(4-fluorophenyl)-4-[3-sec-butoxyphenyl)-5-methoxypyrimidine (Compound 50).